This data is from the Open Reaction Database (ORD), a public repository of structured organic reaction records. The task is: describe an organic reaction: reactants, conditions, products, and yield Starting materials: OCNC(C1=CC=CC=C1)=O (N-(hydroxymethyl)benzamide), S(O)(O)(=O)=O (sulphuric acid), ClC1=CC=C(C=C1)C=1N=C2N(C=C(C=C2)C)C1 (2-(4-chlorophenyl)-6-methylimidazo[1,2-a]pyridine). The solvent is C(C)(=O)O (acetic acid). Reaction conditions: temperature 50 celsius. Product: ClC1=CC=C(C=C1)C=1N=C2N(C=C(C=C2)C)C1CNC(C1=CC=CC=C1)=O (2-(4-Chlorophenyl)-3-benzoylaminomethyl-6-methylimidazo[1,2-a]pyridine). As a reaction SMILES: O[CH2:2][NH:3][C:4](=[O:11])[C:5]1[CH:10]=[CH:9][CH:8]=[CH:7][CH:6]=1.S(=O)(=O)(O)O.[Cl:17][C:18]1[CH:23]=[CH:22][C:21]([C:24]2[N:25]=[C:26]3[CH:31]=[CH:30][C:29]([CH3:32])=[CH:28][N:27]3[CH:33]=2)=[CH:20][CH:19]=1>C(O)(=O)C>[Cl:17][C:18]1[CH:19]=[CH:20][C:21]([C:24]2[N:25]=[C:26]3[CH:31]=[CH:30][C:29]([CH3:32])=[CH:28][N:27]3[C:33]=2[CH2:2][NH:3][C:4](=[O:11])[C:5]2[CH:10]=[CH:9][CH:8]=[CH:7][CH:6]=2)=[CH:22][CH:23]=1. Procedure: To a solution of 4.54 g (0.03 mol) of N-(hydroxymethyl)benzamide in 50 ml of glacial acetic acid, 2 g of concentrated sulphuric acid are added, and then, after 15 minutes' heating at 50° C., 4.8 g (0.02 mol) of 2-(4-chlorophenyl)-6-methylimidazo[1,2-a]pyridine are added. Reactants: N([N+](=O)[O-])C=1NCCCN1 (1,4,5,6-tetrahydro-2-nitraminopyrimidine), NCC(C1=CC=CC=C1)O (α-(aminomethyl)benzyl alcohol), C=1(C(=CC=CC1)C)C (xylene). Run in O (water). Product: N1C(=NCCC1)NCC(C1=CC=CC=C1)O (α-(1,4,5,6-tetrahydro-2-pyrimidinylaminomethyl)benzyl alcohol). RXN SMILES: [NH:1]([C:5]1[NH:6][CH2:7][CH2:8][CH2:9][N:10]=1)[N+]([O-])=O.N[CH2:12][CH:13]([OH:20])[C:14]1[CH:19]=[CH:18][CH:17]=[CH:16][CH:15]=1.C1(C)C(C)=CC=CC=1>O>[NH:6]1[CH2:7][CH2:8][CH2:9][N:10]=[C:5]1[NH:1][CH2:12][CH:13]([OH:20])[C:14]1[CH:19]=[CH:18][CH:17]=[CH:16][CH:15]=1. Procedure details: A mixture of 7.2 parts of 1,4,5,6-tetrahydro-2-nitraminopyrimidine, 7.55 parts of α-(aminomethyl)benzyl alcohol and 12 parts of xylene is stirred and refluxed for 4 hours on a water-tap. The xylene is evaporated and the residue is dissolved in 20 parts of acetone. The product is crystallized at room temperature. It is filtered off and dried, yielding α-(1,4,5,6-tetrahydro-2-pyrimidinylaminomethyl)benzyl alcohol. Starting materials: ClC=1N=C(NC1CO)CCC ((4-chloro-2-propyl-1H-imidazol-5-yl)methanol). The reagents and catalysts are [O-2].[O-2].[Mn+4] (manganese dioxide). Run in C(Cl)Cl (CH2Cl2), O1CCOCC1 (1,4-dioxane). Yields the product ClC=1N=C(NC1C=O)CCC (4-chloro-2-propyl-1H-imidazole-5-carbaldehyde). Yield: 59.1%. Reaction SMILES: [Cl:1][C:2]1[N:3]=[C:4]([CH2:9][CH2:10][CH3:11])[NH:5][C:6]=1[CH2:7][OH:8]>C(Cl)Cl.O1CCOCC1.[O-2].[O-2].[Mn+4]>[Cl:1][C:2]1[N:3]=[C:4]([CH2:9][CH2:10][CH3:11])[NH:5][C:6]=1[CH:7]=[O:8] |f:3.4.5|. Procedure details: A solution of (4-chloro-2-propyl-1H-imidazol-5-yl)methanol (0.927 g, 5.3 mmol) and manganese dioxide (2 g, 23.0 mmol) in CH2Cl2 (12 mL) and 1,4-dioxane (6 mL) was heated under reflux for 6 h. The reaction mixture was cooled to RT, then filtered through celite, washing thoroughly with CH2Cl2. The filtrate was concentrated and dried to provide the title compound (0.541 g, 59%) as a pale yellow solid. 1H NMR (400 MHz, CDCl3) δ ppm 11.61 (br. s., 1H), 9.63 (s, 1H), 2.80 (t, 2H), 1.83 (sex, 2 H), 0.9...